Dataset: the Open Reaction Database (ORD), a public repository of structured organic reaction records. Task: describe an organic reaction: reactants, conditions, products, and yield The reactants are [Na] (sodium), C(C(=O)O)(=O)O.ClC=1C(=NSN1)C=1CN(CCC1)C (3-(4-chloro-1,2,5-thiadiazol-3-yl)-1,2,5,6-tetrahydro-1-methylpyridine oxalate). Solvent: C(CCCCCC)O (1-heptanol). Conditions: temperature 50 celsius, time 18 hour. Yields the product C(C(=O)O)(=O)O.C(CCCCCC)OC=1C(=NSN1)C=1CN(CCC1)C (3-(4-heptyloxy-1,2,5-thiadiazol-3-yl)-1,2,5,6-tetrahydro-1-methylpyridine oxalate). As a reaction SMILES: [Na].[C:2]([OH:7])(=[O:6])[C:3]([OH:5])=[O:4].Cl[C:9]1[C:10]([C:14]2[CH2:15][N:16]([CH3:20])[CH2:17][CH2:18][CH:19]=2)=[N:11][S:12][N:13]=1>C(O)CCCCCC>[C:2]([OH:7])(=[O:6])[C:3]([OH:5])=[O:4].[CH2:2]([O:7][C:9]1[C:10]([C:14]2[CH2:15][N:16]([CH3:20])[CH2:17][CH2:18][CH:19]=2)=[N:11][S:12][N:13]=1)[CH2:3][CH2:9][CH2:10][CH2:14][CH2:19][CH3:18] |f:1.2,4.5,^1:0|. Procedure: To a solution of sodium (120 mg, 5 mmol) in 1-heptanol (10 ml) was added 3-(4-chloro-1,2,5-thiadiazol-3-yl)-1,2,5,6-tetrahydro-1-methylpyridine oxalate (310 mg, 1 mmol). The reaction mixture was stirred at 50° C. for 18 h. After evaporation the residue was dissolved in water and extracted with ethyl acetate. The ethyl acetate phase was dried and evaporated to give an oil. Crystallization as the oxalate salt from acetone gave the title compound. Yield: 270 mg (70%). (M.p. 152° C.; M+ : 295; Compo... Reactants: ( b ), C(CC)S(=O)(=O)N=SC(O)=S (N-n-propanesulphonyliminodithiocarbonic acid), dimethyl ester, CC=1N=CNC1CSCCN (4-methyl-5-((2-aminoethyl)thiomethyl)imidazole), CN (methylamine), CS(C(OC)=S)=NS(=O)(=O)CCC (N-n-propanesulphonyliminodithiocarbonic acid dimethyl ester), C(CC)S(=O)(=O)N (n-propanesulphonamide), [OH-].[Na+] (sodium hydroxide), CI (methyliodide). The solvent is C(C)O.CCCCCC (ethanol hexane), C(=S)=S (carbon disulphide). The product is CNC(=NS(=O)(=O)CCC)NCCSCC1=C(N=CN1)C (N-methyl-N'-[2-((4-methyl-5-imidazolyl)methylthio)ethyl]-N"-n-propanesulphonylguanidine). As a reaction SMILES: [CH2:1]([S:4]([NH2:7])(=O)=[O:5])[CH2:2][CH3:3].[OH-:8].[Na+].CI.[CH3:12]S(=NS(CCC)(=O)=O)C(=S)OC.C(S(N=SC(=S)O)(=O)=O)CC.[CH3:36][C:37]1[N:38]=[CH:39][NH:40][C:41]=1[CH2:42][S:43][CH2:44][CH2:45][NH2:46].[CH3:47][NH2:48]>C(O)C.CCCCCC.C(=S)=S>[CH3:47][NH:48][C:12]([NH:46][CH2:45][CH2:44][S:43][CH2:42][C:41]1[NH:40][CH:39]=[N:38][C:37]=1[CH3:36])=[N:7][S:4]([CH2:1][CH2:2][CH3:3])(=[O:5])=[O:8] |f:1.2,8.9|. Procedure details: Reaction of n-propanesulphonamide with sodium hydroxide, carbon disulphide and methyliodide by the method described in Example 8 afforded N-n-propanesulphonyliminodithiocarbonic acid dimethyl ester, m.p. 73°-74° (from ethanol-hexane). (Found: C, 31.7; H, 5.7; N, 6.2; S, 42.0. C6H13NO2S3 requires: C, 31.7; H, 5.8; N, 6.2; S, 42.3) (b) The reaction of N-n-propanesulphonyliminodithiocarbonic acid (4.7 g.) dimethyl ester with 4-methyl-5-((2-aminoethyl)thiomethyl)imidazole (3.5 g.) and methylamine by... Starting materials: BrC1=CC=C2C(C(NC2=C1)=O)=O (6-bromoindoline-2,3-dione), C(CO)O (Ethylene Glycol), CC=1C=CC(=CC1)S(=O)(=O)O (p-TsOH). Solvent: C1(=CC=CC=C1)C (Toluene). Yields the product BrC1=CC=C2C3(C(NC2=C1)=O)OCCO3 (6′-bromospiro[[1,3]dioxolane-2,3′-indolin]-2′-one). Isolated yield 85.7%. Reaction SMILES: [Br:1][C:2]1[CH:10]=[C:9]2[C:5]([C:6](=[O:12])[C:7](=[O:11])[NH:8]2)=[CH:4][CH:3]=1.[CH2:13](O)[CH2:14][OH:15].CC1C=CC(S(O)(=O)=O)=CC=1>C1(C)C=CC=CC=1>[Br:1][C:2]1[CH:10]=[C:9]2[C:5]([C:6]3([O:15][CH2:14][CH2:13][O:12]3)[C:7](=[O:11])[NH:8]2)=[CH:4][CH:3]=1. Procedure details: Into the solution of 6-bromoindoline-2,3-dione (3.3 g) in Toluene (90 mL), was added Ethylene Glycol (9 g) and p-TsOH (555 mg). The reaction was heated to reflux and water was removed. After completion of the reaction, Toluene was removed, the residue was purified by silica gel column chromatography to provide 3.38 g of 6′-bromospiro[[1,3]dioxolane-2,3′-indolin]-2′-one. 1H NMR (400 MHz, Chloroform-d) δ 7.59 (br., 1H), 7.21 (d, J=1.1 Hz, 2H), 7.00 (s, 1H), 4.60-4.51 (m, 2H), 4.35-4.27 (m, 2H). Starting materials: FC1=C(N)C=C(C=C1)F (2,5-difluoroaniline), BrBr (Br2). The solvent is CC(=O)O (AcOH), CC(=O)O (AcOH). Reaction conditions: time 30 minute. The product is BrC1=CC(=C(N)C=C1F)F (4-bromo-2,5-difluoroaniline). Yield: 97.5%. As a reaction SMILES: [F:1][C:2]1[CH:8]=[CH:7][C:6]([F:9])=[CH:5][C:3]=1[NH2:4].[Br:10]Br>CC(O)=O>[Br:10][C:7]1[C:6]([F:9])=[CH:5][C:3]([NH2:4])=[C:2]([F:1])[CH:8]=1. Procedure: To a stirred solution of 100 g of 2,5-difluoroaniline and 1150 mL of AcOH is added over 1.3 hours a solution of 40.2 mL of Br2 in 350 mL of AcOH at a temperature of 15°-20°. The pink suspension is stirred 30 minutes longer and then evaporated in vacuo. The residue is basified with 50% NaOH (ice is added to keep the temperature below 35°). Extraction of the free base with 1 L of CH2Cl2 and washing of the extract with 2×100 mL of H2O, drying with Na2SO4 and evaporation in vacuo gives 157 g (97.5% ... RXN SMILES: [O:1]=[C:2]1[N:8]([CH:9]2[CH2:14][CH2:13][N:12]([C:15]([O:17][C@H:18]([CH2:37][C:38]3[CH:43]=[C:42]([CH3:44])[C:41]([OH:45])=[C:40]([CH3:46])[CH:39]=3)[C:19]([N:21]3[CH2:26][CH2:25][CH:24]([CH:27]4[CH2:32][CH2:31][N:30]([CH2:33][C:34]([OH:36])=[O:35])[CH2:29][CH2:28]4)[CH2:23][CH2:22]3)=[O:20])=[O:16])[CH2:11][CH2:10]2)[CH2:7][CH2:6][C:5]2[CH:47]=[CH:48][CH:49]=[CH:50][C:4]=2[NH:3]1.[CH3:51][O:52][CH2:53][CH2:54]O>>[O:1]=[C:2]1[N:8]([CH:9]2[CH2:10][CH2:11][N:12]([C:15]([O:17][C@H:18]([CH2:37][C:38]3[CH:43]=[C:42]([CH3:44])[C:41]([OH:45])=[C:40]([CH3:46])[CH:39]=3)[C:19]([N:21]3[CH2:22][CH2:23][CH:24]([CH:27]4[CH2:32][CH2:31][N:30]([CH2:33][C:34]([O:36][CH2:54][CH2:53][O:52][CH3:51])=[O:35])[CH2:29][CH2:28]4)[CH2:25][CH2:26]3)=[O:20])=[O:16])[CH2:13][CH2:14]2)[CH2:7][CH2:6][C:5]2[CH:47]=[CH:48][CH:49]=[CH:50][C:4]=2[NH:3]1. Procedure: Prepared analogously to Example 3c from 80 mg (0.12 mmol) (R)-2-(1′-carboxymethyl-4,4′-bipiperidinyl-1-yl)-1-(4-hydroxy-3,5-dimethyl-benzyl)-2-oxo-ethyl 4-(2-oxo-1,2,4,5-tetrahydro-1,3-benzodiazepin-3-yl)-piperidine-1-carboxylate and 18 μL (0.23 mmol) 2-methoxy-ethanol. The reactants are O=C1NC2=C(CCN1C1CCN(CC1)C(=O)O[C@@H](C(=O)N1CCC(CC1)C1CCN(CC1)CC(=O)O)CC1=CC(=C(C(=C1)C)O)C)C=CC=C2 ((R)-2-(1′-carboxymethyl-4,4′-bipiperidinyl-1-yl)-1-(4-hydroxy-3,5-dimethyl-benzyl)-2-oxo-ethyl 4-(2-oxo-1,2,4,5-tetrahydro-1,3-benzodiazepin-3-yl)-piperidine-1-carboxylate), COCCO (2-methoxy-ethanol). Yields the product O=C1NC2=C(CCN1C1CCN(CC1)C(=O)O[C@@H](C(=O)N1CCC(CC1)C1CCN(CC1)CC(=O)OCCOC)CC1=CC(=C(C(=C1)C)O)C)C=CC=C2 ((R)-1-(4-hydroxy-3,5-dimethyl-benzyl)-2-[1′-(2-methoxy-ethoxycarbonyl methyl)-4,4′-bipiperidinyl-1-yl]-2-oxo-ethyl 4-(2-oxo-1,2,4,5-tetrahydro-1,3-benzodiazepin-3-yl)-piperidine-1-carboxylate).